Task: describe an organic reaction: reactants, conditions, products, and yield. Dataset: the Open Reaction Database (ORD), a public repository of structured organic reaction records Starting materials: S(O)(O)(=O)=O (sulfuric acid), C(C)OC=1C=C(C=O)C=CC1O (3-ethoxy-4-hydroxybenzaldehyde), NC1=CC=CC=C1 (aniline), C(CC(=O)O)(=O)O (Malonic acid). Isolated yield 52.9%. RXN SMILES: [C:1]([OH:7])(=[O:6])[CH2:2][C:3](O)=O.[CH2:8]([O:10][C:11]1[CH:12]=[C:13]([CH:16]=[CH:17][C:18]=1[OH:19])C=O)[CH3:9].NC1C=CC=CC=1.S(=O)(=O)(O)O>N1C=CC=CC=1>[CH2:8]([O:10][C:11]1[CH:12]=[C:13]([CH:16]=[CH:17][C:18]=1[OH:19])[CH:3]=[CH:2][C:1]([OH:7])=[O:6])[CH3:9]. Solvent: N1=CC=CC=C1 (pyridine). Procedure: Malonic acid (1.56 g) and pyridine (3.0 ml) were placed in an egg-plant type flask (100 ml). Further, 3-ethoxy-4-hydroxybenzaldehyde (1.66 g) and aniline (30 μl) were added thereto and a reaction was performed at 55° C. for 3 hours. The reaction solution was acidified by adding dilute sulfuric acid. The crude crystals were obtained by filtration, washed with water, and then dried to obtain the above-identified compound (1.1 g, 56.1%) as a light yellowish crystal. Melting point: 157°-158° C. The product is C(C)OC=1C=C(C=CC(=O)O)C=CC1O (3-ethoxy-4-hydroxycinnamic acid). Conditions: time 3 hour. Reactants: [BH3-]C#N, NOCc1ccccc1, CO, CCCCCCC=O, Cl, Cl, [K+], [Na+], [OH-], O. Product: CCCCCCCNOCc1ccccc1. RXN SMILES: [C:21]([BH3-:22])#[N:23].[CH2:2]([c:3]1[cH:4][cH:5][cH:6][cH:7][cH:8]1)[O:9][NH2:10].[CH3:26][OH:27].[CH:13]([CH2:14][CH2:15][CH2:16][CH2:17][CH2:18][CH3:19])=[O:20].[ClH:1].[ClH:25].[K+:12].[Na+:24].[OH-:11].[OH2:28]>>[CH2:2]([c:3]1[cH:4][cH:5][cH:6][cH:7][cH:8]1)[O:9][NH:10][CH2:13][CH2:14][CH2:15][CH2:16][CH2:17][CH2:18][CH3:19].